Dataset: the Open Reaction Database (ORD), a public repository of structured organic reaction records. Task: describe an organic reaction: reactants, conditions, products, and yield Reactants: C(C)(=O)NC=1SC(=CN1)C1=C(N2C(C(C2SC1)NC(=O)OC(C)(C)C)=O)C(=O)OC(C1=CC=CC=C1)C1=CC=CC=C1 (3-(2-acetamido-thiazol-5-yl)-2-benzhydryloxycarbonyl-7-t-butoxycarbonylamino-8-oxo-5-thia-1-azabicyclo[4.2.0]oct-2-ene), CS(=O)(=O)O (methanesulphonic acid), C([O-])(O)=O.[Na+] (sodium bicarbonate). Run in C(C)(=O)OCC (ethyl acetate), C(C)#N (acetonitrile). Yields the product C(C)(=O)NC=1SC(=CN1)C1=C(N2C(C(C2SC1)N)=O)C(=O)OC(C1=CC=CC=C1)C1=CC=CC=C1 (3-(2-Acetamido-thiazol-5-yl)-7-amino-2-benzhydryloxycarbonyl-8-oxo-5-thia-1-azabicyclo[4.2.0]oct-2-ene). The yield is 96.8%. RXN SMILES: [C:1]([NH:4][C:5]1[S:6][C:7]([C:10]2[CH2:17][S:16][CH:15]3[N:12]([C:13](=[O:26])[CH:14]3[NH:18]C(OC(C)(C)C)=O)[C:11]=2[C:27]([O:29][CH:30]([C:37]2[CH:42]=[CH:41][CH:40]=[CH:39][CH:38]=2)[C:31]2[CH:36]=[CH:35][CH:34]=[CH:33][CH:32]=2)=[O:28])=[CH:8][N:9]=1)(=[O:3])[CH3:2].CS(O)(=O)=O.C(=O)(O)[O-].[Na+]>C(#N)C.C(OCC)(=O)C>[C:1]([NH:4][C:5]1[S:6][C:7]([C:10]2[CH2:17][S:16][CH:15]3[N:12]([C:13](=[O:26])[CH:14]3[NH2:18])[C:11]=2[C:27]([O:29][CH:30]([C:37]2[CH:42]=[CH:41][CH:40]=[CH:39][CH:38]=2)[C:31]2[CH:32]=[CH:33][CH:34]=[CH:35][CH:36]=2)=[O:28])=[CH:8][N:9]=1)(=[O:3])[CH3:2] |f:2.3|. Procedure: A solution of 3-(2-acetamido-thiazol-5-yl)-2-benzhydryloxycarbonyl-7-t-butoxycarbonylamino-8-oxo-5-thia-1-azabicyclo[4.2.0]oct-2-ene (6.06 g) in acetonitrile (100 cc) is stirred with methanesulphonic acid (6 cc) for 30 minutes at 20° C., then diluted with ethyl acetate (200 cc) and stirred with a saturated sodium bicarbonate solution (300 cc). The aqueous layer is extracted with ethyl acetate (100 cc) and the combined organic solutions are washed with a half-saturated sodium chloride solution (2... Reactants: CN(C)c1nc(NCc2ccc(CNC(=O)OC(C)(C)C)cc2)nc2ccccc12, CCOCC, CO, Cl. Yields the product Cl, CN(C)c1nc(NCc2ccc(CN)cc2)nc2ccccc12. RXN SMILES: [C:1]([O:2][C:3](=[O:4])[NH:7][CH2:8][c:9]1[cH:10][cH:11][c:12]([CH2:15][NH:16][c:17]2[n:18][c:19]3[cH:20][cH:21][cH:22][cH:23][c:24]3[c:25]([N:27]([CH3:28])[CH3:29])[n:26]2)[cH:13][cH:14]1)([CH3:5])([CH3:6])[CH3:30].[CH3:32][CH2:33][O:34][CH2:35][CH3:36].[CH3:37][OH:38].[ClH:31]>>[ClH:31].[NH2:7][CH2:8][c:9]1[cH:10][cH:11][c:12]([CH2:15][NH:16][c:17]2[n:18][c:19]3[cH:20][cH:21][cH:22][cH:23][c:24]3[c:25]([N:27]([CH3:28])[CH3:29])[n:26]2)[cH:13][cH:14]1. Reaction conditions: temperature 80 celsius, time 2 hour. Product: Cl.NC(CO)(CO)CCC1=CC(=C(C=C1)OCCCC1=CC(=CC=C1)Cl)C(F)(F)F (2-amino-2-(2-{4-[3-(3-chlorophenyl)propoxy]-3-trifluoromethylphenyl}ethyl)propane-1,3-diol hydrochloride). Starting materials: C(C)(C)(C)OC(NC1(COC(OC1)(C)C)CCC1=CC(=C(C=C1)OCCCC1=CC(=CC=C1)Cl)C(F)(F)F)=O ([5-(2-{4-[3-(3-chlorophenyl)propoxy]-3-trifluoromethylphenyl}ethyl)-2,2-dimethyl-1,3-dioxan-5-yl]carbamic acid t-butyl ester), Cl (hydrochloric acid). The solvent is C(C)O (ethanol). Yield: 180.0%. As a reaction SMILES: C(OC(=O)[NH:7][C:8]1([CH2:16][CH2:17][C:18]2[CH:23]=[CH:22][C:21]([O:24][CH2:25][CH2:26][CH2:27][C:28]3[CH:33]=[CH:32][CH:31]=[C:30]([Cl:34])[CH:29]=3)=[C:20]([C:35]([F:38])([F:37])[F:36])[CH:19]=2)[CH2:13][O:12]C(C)(C)[O:10][CH2:9]1)(C)(C)C.Cl>C(O)C>[ClH:34].[NH2:7][C:8]([CH2:16][CH2:17][C:18]1[CH:23]=[CH:22][C:21]([O:24][CH2:25][CH2:26][CH2:27][C:28]2[CH:33]=[CH:32][CH:31]=[C:30]([Cl:34])[CH:29]=2)=[C:20]([C:35]([F:38])([F:36])[F:37])[CH:19]=1)([CH2:13][OH:12])[CH2:9][OH:10] |f:3.4|. Procedure: Compound 25-3 (760 mg) was dissolved in ethanol (15 ml), concentrated hydrochloric acid (1.5 ml) was added, and the mixture was stirred at 80° C. for 2 hr. The reaction mixture was concentrated, and the residue was washed with diethyl ether to give the object product (560 mg) as a white powder. Starting materials: C(C1=CC=CC=C1)OC(CN1C([C@H](CNC2=C1C=CC=C2)NC(=O)OC(C)(C)C)=O)=O ((3S)-2-Oxo-3-tert-butoxycarbonylamino-2,3,4,5-tetrahydro-1H-1,5-benzodiazepine-1-acetic acid benzyl ester), O=C1[C@H](CN(C2=C(N1CC(=O)N[C@@H]1C(OC(C1)=O)OCC1=CC=CC=C1)C=CC=C2)C(COC)=O)NC(C2=CC(=C(C(=C2)Cl)O)Cl)=O ((3S)-2-Oxo-3-(3,5-dichloro-4-hydroxybenzoyl)amino-5-methoxyacetyl-N-[(2RS,3S)-benzyloxy-5-oxo-tetrahydrofuran-3-yl]-2,3,4,5-tetrahydro-1H-1,5-benzodiazepine-1-acetamide), C(C1=CC=CC=C1)OC(CN1C([C@H](CNC2=C1C=CC=C2)NC(=O)OC(C)(C)C)=O)=O ((3S)-2-Oxo-3-tert-butoxycarbonylamino-2,3,4,5-tetrahydro-1H-1,5-benzodiazepine-1-acetic acid benzyl ester). Yields the product O=C1[C@H](CN(C2=C(N1CC(=O)N[C@@H]1C(OC(C1)=O)OCC1=CC=CC=C1)C=CC=C2)C(C)=O)NC(C2=CC=CC=C2)=O ((3S)-2-Oxo-3-benzoylamino-5-acetyl-N-[(2RS,3S)-benzyloxy-5-oxo-tetrahydrofuran-3-yl]-2,3,4,5-tetrahydro-1H-1,5-benzodiazepine-1-acetamide). Reaction SMILES: C(OC(=O)CN1C2C=CC=CC=2NC[C@H](NC(OC(C)(C)C)=O)C1=O)C1C=CC=CC=1.[O:32]=[C:33]1[N:39]([CH2:40][C:41]([NH:43][C@H:44]2[CH2:48][C:47](=[O:49])[O:46][CH:45]2[O:50][CH2:51][C:52]2[CH:57]=[CH:56][CH:55]=[CH:54][CH:53]=2)=[O:42])[C:38]2[CH:58]=[CH:59][CH:60]=[CH:61][C:37]=2[N:36]([C:62](=[O:66])[CH2:63]OC)[CH2:35][C@@H:34]1[NH:67][C:68](=[O:78])[C:69]1[CH:74]=[C:73](Cl)[C:72](O)=[C:71](Cl)[CH:70]=1>>[O:32]=[C:33]1[N:39]([CH2:40][C:41]([NH:43][C@H:44]2[CH2:48][C:47](=[O:49])[O:46][CH:45]2[O:50][CH2:51][C:52]2[CH:57]=[CH:56][CH:55]=[CH:54][CH:53]=2)=[O:42])[C:38]2[CH:58]=[CH:59][CH:60]=[CH:61][C:37]=2[N:36]([C:62](=[O:66])[CH3:63])[CH2:35][C@@H:34]1[NH:67][C:68](=[O:78])[C:69]1[CH:74]=[CH:73][CH:72]=[CH:71][CH:70]=1. Procedure details: was synthesized from 600b via methods used to prepare 688a from 600b afford 30 mg of 693, 1H NMR (CD3OD) δ1.7(s, 3H), 1.8(s, 3H), 2.51(d, 1H, 2.6(m, 1H), 2.8(m, 1H), 3.0(m, 1H), 3.75(br. d, 2H), 4.0-4.1(dd, 2H), 4.5-5.0(m, 6H), 5.45(s, 1H), 5.55(s, 1H), 7.15-7.85(m, 14H). Starting materials: O=C(Cl)c1cccc(Br)c1, N#Cc1ccc(Cl)cc1Br, CC(C)[Mg+], [Cl-], [Cl-], N#C[Cu], [Li+], C1CCOC1. Yields the product N#Cc1ccc(Cl)cc1C(=O)c1cccc(Br)c1. As a reaction SMILES: [Br:18][c:19]1[cH:20][c:21]([C:22](=[O:23])[Cl:24])[cH:25][cH:26][cH:27]1.[Br:1][c:2]1[c:3]([C:4]#[N:5])[cH:6][cH:7][c:8]([Cl:10])[cH:9]1.[CH:12]([Mg+:13])([CH3:14])[CH3:15].[Cl-:11].[Cl-:17].[Cu:28][C:29]#[N:30].[Li+:16].[O:31]1[CH2:32][CH2:33][CH2:34][CH2:35]1>>[c:2]1([C:22]([c:21]2[cH:20][c:19]([Br:18])[cH:27][cH:26][cH:25]2)=[O:23])[c:3]([C:4]#[N:5])[cH:6][cH:7][c:8]([Cl:10])[cH:9]1.